This data is from the Open Reaction Database (ORD), a public repository of structured organic reaction records. The task is: describe an organic reaction: reactants, conditions, products, and yield Reactants: CC(C)NC(=O)N1CC(=O)N(C1=O)C=2C=C(C=C(C2)Cl)Cl (iprodione), S(=O)(=O)([O-])[O-].[NH4+].[NH4+] (ammonium sulfate), C([O-])([O-])=O.[Ca+2] (calcium carbonate), C(CCCCCCCCCCC)S(=O)(=O)[O-].[Na+] (sodium dodecyl sulfonate), sodium alkyl naphthalene sulfonate. Yields the product CC(C)NC(=O)N1CC(=O)N(C1=O)C=2C=C(C=C(C2)Cl)Cl.O (Iprodione Water). Reaction SMILES: [CH3:1][CH:2]([NH:4][C:5]([N:7]1[C:12](=[O:13])[N:11]([C:14]2[CH:15]=[C:16]([Cl:21])[CH:17]=[C:18]([Cl:20])[CH:19]=2)[C:9](=[O:10])[CH2:8]1)=[O:6])[CH3:3].C(S([O-])(=O)=[O:35])CCCCCCCCCCC.[Na+].S([O-])([O-])(=O)=O.[NH4+].[NH4+].C(=O)([O-])[O-].[Ca+2]>>[CH3:3][CH:2]([NH:4][C:5]([N:7]1[C:12](=[O:13])[N:11]([C:14]2[CH:19]=[C:18]([Cl:20])[CH:17]=[C:16]([Cl:21])[CH:15]=2)[C:9](=[O:10])[CH2:8]1)=[O:6])[CH3:1].[OH2:35] |f:1.2,3.4.5,6.7,8.9|. Reported procedure: 60% benziothiazolinone, 2% iprodione, 2% sodium dodecyl sulfonate, 2% sodium alkyl naphthalene sulfonate, 3% ammonium sulfate, complemented to 100% with light calcium carbonate. The reactants are F[B-](F)(F)F, C1COCCN1, CC1CN(c2cc(=O)c3cc(C(=O)O)cc(C4CCCN4c4ccccc4)c3o2)CCO1, CCN(C(C)C)C(C)C, CN(C)C(On1nnc2ccccc21)=[N+](C)C. Yields the product CC1CN(c2cc(=O)c3cc(C(=O)N4CCOCC4)cc(C4CCCN4c4ccccc4)c3o2)CCO1. RXN SMILES: [B-:1]([F:2])([F:3])([F:4])[F:5].[CH2:64]1[CH2:65][O:66][CH2:67][CH2:68][NH:69]1.[CH3:23][CH:24]1[O:25][CH2:26][CH2:27][N:28]([c:30]2[o:31][c:32]3[c:33]([CH:44]4[N:45]([c:49]5[cH:50][cH:51][cH:52][cH:53][cH:54]5)[CH2:46][CH2:47][CH2:48]4)[cH:34][c:35]([C:41](=[O:42])[OH:43])[cH:36][c:37]3[c:38](=[O:40])[cH:39]2)[CH2:29]1.[CH:55]([N:56]([CH2:57][CH3:58])[CH:59]([CH3:60])[CH3:61])([CH3:62])[CH3:63].[n:6]1([O:7][C:8]([N:9]([CH3:10])[CH3:11])=[N+:12]([CH3:13])[CH3:14])[c:15]2[cH:16][cH:17][cH:18][cH:19][c:20]2[n:21][n:22]1>>[CH3:23][CH:24]1[O:25][CH2:26][CH2:27][N:28]([c:30]2[o:31][c:32]3[c:33]([CH:44]4[N:45]([c:49]5[cH:50][cH:51][cH:52][cH:53][cH:54]5)[CH2:46][CH2:47][CH2:48]4)[cH:34][c:35]([C:41](=[O:43])[N:69]4[CH2:64][CH2:65][O:66][CH2:67][CH2:68]4)[cH:36][c:37]3[c:38](=[O:40])[cH:39]2)[CH2:29]1. The reactants are ClCc1csc(-c2ccc(Cl)cc2)n1, C1CCC2=NCCCN2CC1, N#Cc1c(N)nc(S)c(C#N)c1-c1ccc(OCCO)cc1, CN(C)C=O. The product is N#Cc1c(N)nc(SCc2csc(-c3ccc(Cl)cc3)n2)c(C#N)c1-c1ccc(OCCO)cc1. RXN SMILES: [Cl:34][CH2:35][c:36]1[n:37][c:38](-[c:41]2[cH:42][cH:43][c:44]([Cl:47])[cH:45][cH:46]2)[s:39][cH:40]1.[N:23]12[CH2:24][CH2:25][CH2:26][N:27]=[C:28]1[CH2:29][CH2:30][CH2:31][CH2:32][CH2:33]2.[NH2:1][c:2]1[n:3][c:4]([SH:22])[c:5]([C:20]#[N:21])[c:6](-[c:10]2[cH:11][cH:12][c:13]([O:16][CH2:17][CH2:18][OH:19])[cH:14][cH:15]2)[c:7]1[C:8]#[N:9].[O:48]=[CH:49][N:50]([CH3:51])[CH3:52]>>[NH2:1][c:2]1[n:3][c:4]([S:22][CH2:35][c:36]2[n:37][c:38](-[c:41]3[cH:42][cH:43][c:44]([Cl:47])[cH:45][cH:46]3)[s:39][cH:40]2)[c:5]([C:20]#[N:21])[c:6](-[c:10]2[cH:11][cH:12][c:13]([O:16][CH2:17][CH2:18][OH:19])[cH:14][cH:15]2)[c:7]1[C:8]#[N:9]. The reactants are O=C([O-])[O-], CC(=O)[O-], CC(=O)[O-], Cc1cc(N)n(-c2ccccc2)n1, CCOC(C)=O, O=C(O)c1cccnc1Cl, Cl, [Cu+2], [K+], [K+], CN(C)C=O, O. The product is Cc1cc(Nc2ncccc2C(=O)O)n(-c2ccccc2)n1. As a reaction SMILES: [C:24](=[O:25])([O-:26])[O-:27].[C:43]([O-:44])(=[O:45])[CH3:46].[C:48]([O-:49])(=[O:50])[CH3:51].[CH3:1][c:2]1[n:3][n:4](-[c:8]2[cH:9][cH:10][cH:11][cH:12][cH:13]2)[c:5]([NH2:7])[cH:6]1.[CH3:36][CH2:37][O:38][C:39](=[O:40])[CH3:41].[Cl:14][c:15]1[c:16]([C:17](=[O:18])[OH:19])[cH:20][cH:21][cH:22][n:23]1.[ClH:30].[Cu+2:47].[K+:28].[K+:29].[O:31]=[CH:32][N:33]([CH3:34])[CH3:35].[OH2:42]>>[CH3:1][c:2]1[n:3][n:4](-[c:8]2[cH:9][cH:10][cH:11][cH:12][cH:13]2)[c:5]([NH:7][c:15]2[c:16]([C:17](=[O:18])[OH:19])[cH:20][cH:21][cH:22][n:23]2)[cH:6]1. The reactants are C1(CCCCCC1)N (Cycloheptylamine), ON1N=NC2=C1C=CC=C2 (1-hydroxybenztriazole), C1(CCCCC1)N=C=NC1CCCCC1 (dicyclohexylcarbodiimide), C1=C(C=CC=2C3=CC=CC=C3CC12)CC(=O)O (2-fluoreneacetic acid). Run in CN(C=O)C (dimethylformamide). Reaction conditions: time 15 minute. The product is C1(CCCCCC1)NC(CC1=CC=2CC3=CC=CC=C3C2C=C1)=O (N-cycloheptyl-2-fluoreneacetamide). Yield: 65.8%. RXN SMILES: [CH:1]1[C:13]2[CH2:12][C:11]3[C:6](=[CH:7][CH:8]=[CH:9][CH:10]=3)[C:5]=2[CH:4]=[CH:3][C:2]=1[CH2:14][C:15](O)=[O:16].ON1C2C=CC=CC=2N=N1.C1(N=C=NC2CCCCC2)CCCCC1.[CH:43]1([NH2:50])[CH2:49][CH2:48][CH2:47][CH2:46][CH2:45][CH2:44]1>CN(C)C=O>[CH:43]1([NH:50][C:15](=[O:16])[CH2:14][C:2]2[CH:3]=[CH:4][C:5]3[C:6]4[C:11](=[CH:10][CH:9]=[CH:8][CH:7]=4)[CH2:12][C:13]=3[CH:1]=2)[CH2:49][CH2:48][CH2:47][CH2:46][CH2:45][CH2:44]1. Reported procedure: In dimethylformamide (50 ml) was dissolved 2-fluoreneacetic acid (2.24 g) followed by addition of 1-hydroxybenztriazole (2.0 g) and, then, dicyclohexylcarbodiimide (3.1 g) with constant stirring and ice-cooling. The mixture was further ,stirred at room temperature for 15 minutes. Cycloheptylamine (1.7 g) was then added under ice-cooling and the mixture was stirred at room temperature for 8 hrs. The resulting solid was filtered off and the filtrate was distilled under reduced pressure. The residu... Starting materials: C(C1=CC=CC=C1)OC(=O)N[C@H](C(=O)N[C@@H]1[C@@H]2C(N([C@H](CC1)C2)C(=O)OC(C)(C)C)=O)CCSC ((1R,2S,5R)-tert-Butyl 2-((S)-2-(benzyloxycarbonylamino)-4-(methylthio)butanamido)-7-oxo-6-aza-bicyclo[3.2.1]octane-6-carboxylate), C(=O)([O-])[O-].[Cs+].[Cs+] (Cs2CO3). Run in IC (iodomethane), CN(C)C=O (DMF). Run at time 12 hour. Yields the product C(C1=CC=CC=C1)OC(=O)N[C@@H]1C(N(CC1)[C@@H]1[C@@H]2C(N([C@H](CC1)C2)C(=O)OC(C)(C)C)=O)=O ((1R,2S,5R)-tert-butyl 2-((S)-3-(benzyloxycarbonylamino)-2-oxopyrrolidin-1-yl)-7-oxo-6-aza-bicyclo[3.2.1]octane-6-carboxylate). Yield: 43.3%. As a reaction SMILES: [CH2:1]([O:8][C:9]([NH:11][C@@H:12]([CH2:32][CH2:33]SC)[C:13]([NH:15][C@H:16]1[CH2:22][CH2:21][C@@H:20]2[CH2:23][C@H:17]1[C:18](=[O:31])[N:19]2[C:24]([O:26][C:27]([CH3:30])([CH3:29])[CH3:28])=[O:25])=[O:14])=[O:10])[C:2]1[CH:7]=[CH:6][CH:5]=[CH:4][CH:3]=1.C([O-])([O-])=O.[Cs+].[Cs+]>IC.CN(C=O)C>[CH2:1]([O:8][C:9]([NH:11][C@H:12]1[CH2:32][CH2:33][N:15]([C@H:16]2[CH2:22][CH2:21][C@@H:20]3[CH2:23][C@H:17]2[C:18](=[O:31])[N:19]3[C:24]([O:26][C:27]([CH3:30])([CH3:29])[CH3:28])=[O:25])[C:13]1=[O:14])=[O:10])[C:2]1[CH:7]=[CH:6][CH:5]=[CH:4][CH:3]=1 |f:1.2.3|. Procedure details: (1R,2S,5R)-tert-Butyl 2-((S)-2-(benzyloxycarbonylamino)-4-(methylthio)butanamido)-7-oxo-6-aza-bicyclo[3.2.1]octane-6-carboxylate (5.1 g) was dissolved in iodomethane (40 mL). The resulting solution was stirred at rt for 12 h before being concentrated in vacuo. The residue was dissolved in methylene chloride, and the resulting solution was concentrated; this was repeated to afford the salt. This material was dissolved in DMF (30 mL) and the solution was charged with Cs2CO3 (6.6 g). After 12 h, th... The reactants are CC(CC(C12OCC(CO1)(CO2)C)N)C (3-methyl-1-(4-methyl-2,6,7-trioxa-bicyclo[2.2.2]oct-1-yl)-butylamine), S1C(=NC=C1)C=O (thiazole-2-carboxaldehyde). Solvent: C1=CC=CC=C1 (benzene). The product is CC(CC(C12OCC(CO1)(CO2)C)N=CC=2SC=CN2)C ([3-methyl-1-(4-methyl-2,6,7-trioxa-bicyclo[2.2.2]oct-1-yl)-butyl]-thiazol-2-ylmethyleneamine). As a reaction SMILES: [CH3:1][CH:2]([CH3:15])[CH2:3][CH:4]([NH2:14])[C:5]12[O:12][CH2:11][C:8]([CH3:13])([CH2:9][O:10]1)[CH2:7][O:6]2.[S:16]1[CH:20]=[CH:19][N:18]=[C:17]1[CH:21]=O>C1C=CC=CC=1>[CH3:1][CH:2]([CH3:15])[CH2:3][CH:4]([N:14]=[CH:21][C:17]1[S:16][CH:20]=[CH:19][N:18]=1)[C:5]12[O:6][CH2:7][C:8]([CH3:13])([CH2:9][O:10]1)[CH2:11][O:12]2. Procedure details: A solution of 3-methyl-1-(4-methyl-2,6,7-trioxa-bicyclo[2.2.2]oct-1-yl)-butylamine (1.9 g, 8.8 mmol) and thiazole-2-carboxaldehyde (998 mg, 8.8 mmol) in benzene was refluxed for 3 h using a Dean-Stark trap, during which time water was collected and the remaining residue was evaporated under reduced pressure to get [3-methyl-1-(4-methyl-2,6,7-trioxa-bicyclo[2.2.2]oct-1-yl)-butyl]-thiazol-2-ylmethyleneamine as an orange solid. The reactants are C1(=CC=CC=C1)P(=O)(C1=CC=CC=C1)N=[N+]=[N-] (Diphenylphosphoryl azide), N12CCCCCC2=NCCC1 (1,8-Diazabicyclo(5.4.0)undec-7-ene), CC=1N=C(SC1)CO ((4-methylthiazol-2-yl)methanol). The solvent is C1(=CC=CC=C1)C (toluene). Reaction conditions: time 8 hour. Yields the product N(=[N+]=[N-])CC=1SC=C(N1)C (2-(azidomethyl)-4-methylthiazole). As a reaction SMILES: C1(P([N:15]=[N+:16]=[N-:17])(C2C=CC=CC=2)=O)C=CC=CC=1.N12CCCN=C1CCCCC2.[CH3:29][C:30]1[N:31]=[C:32]([CH2:35]O)[S:33][CH:34]=1>C1(C)C=CC=CC=1>[N:15]([CH2:35][C:32]1[S:33][CH:34]=[C:30]([CH3:29])[N:31]=1)=[N+:16]=[N-:17]. Procedure details: Diphenylphosphoryl azide (DPPA) (1.2 eq) and 1,8-Diazabicyclo(5.4.0)undec-7-ene (DBU) (1.2 eq) were added to a stirred solution of (4-methylthiazol-2-yl)methanol (1 eq) in 7 ml anh. toluene under Ar. After stirring overnight, the solvent was removed in vacuo. Purification via flash chromatography yielded 2-(azidomethyl)-4-methylthiazole. The reactants are Brc1cccc(Nc2ncc(Br)s2)n1, Cc1ccc(S)cc1C(=O)O, C1CCOC1, C[O-], CO, [Na+]. Yields the product Cc1ccc(Sc2cnc(Nc3cccc(Br)n3)s2)cc1C(=O)O. As a reaction SMILES: [Br:1][c:2]1[cH:3][cH:4][cH:5][c:6]([NH:8][c:9]2[s:10][c:11]([Br:14])[cH:12][n:13]2)[n:7]1.[C:15](=[O:16])([OH:17])[c:18]1[cH:19][c:20]([SH:25])[cH:21][cH:22][c:23]1[CH3:24].[CH2:31]1[O:32][CH2:33][CH2:34][CH2:35]1.[CH3:26][O-:27].[CH3:29][OH:30].[Na+:28]>>[Br:1][c:2]1[cH:3][cH:4][cH:5][c:6]([NH:8][c:9]2[s:10][c:11]([S:25][c:20]3[cH:19][c:18]([C:15](=[O:16])[OH:17])[c:23]([CH3:24])[cH:22][cH:21]3)[cH:12][n:13]2)[n:7]1. Starting materials: OC(CC(=O)C1C(C=CCC1(C)C)C)C (3-hydroxy-1-(2,6,6-trimethyl-3-cyclohexen-1-yl)-1-butanone), N1=CC=CC=C1 (pyridine), ClC(=O)OCC (ethyl chloroformate), Cl (HCl). Run at time 36 hour. The product is C(OCC)(OC(CC([C@H]1[C@@H](C=CCC1(C)C)C)=O)C)=O (ethyl trans-1-methyl-3-oxo-3-(2,6,6-trimethyl-3-cyclohexen-1-yl)propyl carbonate). As a reaction SMILES: [OH:1][CH:2]([CH3:15])[CH2:3][C:4]([CH:6]1[C:11]([CH3:13])([CH3:12])[CH2:10][CH:9]=[CH:8][CH:7]1[CH3:14])=[O:5].N1C=CC=CC=1.Cl[C:23]([O:25][CH2:26][CH3:27])=[O:24].Cl>>[C:23](=[O:24])([O:1][CH:2]([CH3:15])[CH2:3][C:4](=[O:5])[C@@H:6]1[C:11]([CH3:13])([CH3:12])[CH2:10][CH:9]=[CH:8][C@H:7]1[CH3:14])[O:25][CH2:26][CH3:27]. Reported procedure: A solution of 3-hydroxy-1-(2,6,6-trimethyl-3-cyclohexen-1-yl)-1-butanone (2.00 g, 84% pure, 8.0 mmol) in pyridine (1.85 g, 23.4 mmol) was treated at 0° C. with ethyl chloroformate (1.24 g, 23.4 mmol). The reaction solution was stirred at room temperature for 36 hours, treated with aqueous 5% HCl and extracted twice with ether, washed with water, saturated aqueous NaHCO3, then with saturated aqueous NaCl, dried over Na2SO4 and concentrated. The oil thus obtained was purified by flash-chromatograp...